From a dataset of the Open Reaction Database (ORD), a public repository of structured organic reaction records. describe an organic reaction: reactants, conditions, products, and yield The reactants are Cn1c(=O)oc2c(OC3CCCCO3)cccc21, CO, Cl. Yields the product Cn1c(=O)oc2c(O)cccc21. As a reaction SMILES: [CH3:1][n:2]1[c:3](=[O:18])[o:4][c:5]2[c:6]1[cH:7][cH:8][cH:9][c:10]2[O:11][CH:12]1[CH2:13][CH2:14][CH2:15][CH2:16][O:17]1.[CH3:20][OH:21].[ClH:19]>>[CH3:1][n:2]1[c:3](=[O:18])[o:4][c:5]2[c:6]1[cH:7][cH:8][cH:9][c:10]2[OH:11]. Reactants: F[B-](F)(F)F, CCN(C(C)C)C(C)C, N=C(N)COCCc1cccc(Cl)c1, CCc1cnc(Cl)c(C(=O)O)c1, Cl, CN(C)C(On1nnc2ccccc21)=[N+](C)C. The product is CCc1cnc(Cl)c(C(=O)NC(=N)COCCc2cccc(Cl)c2)c1. Reaction SMILES: [B-:28]([F:29])([F:30])([F:31])[F:32].[CH:50]([N:51]([CH2:52][CH3:53])[CH:54]([CH3:55])[CH3:56])([CH3:57])[CH3:58].[Cl:14][c:15]1[cH:16][c:17]([CH2:21][CH2:22][O:23][CH2:24][C:25](=[NH:26])[NH2:27])[cH:18][cH:19][cH:20]1.[Cl:1][c:2]1[c:3]([C:4](=[O:5])[OH:6])[cH:7][c:8]([CH2:11][CH3:12])[cH:9][n:10]1.[ClH:13].[n:33]1([O:34][C:35]([N:36]([CH3:37])[CH3:38])=[N+:39]([CH3:40])[CH3:41])[c:42]2[cH:43][cH:44][cH:45][cH:46][c:47]2[n:48][n:49]1>>[Cl:1][c:2]1[c:3]([C:4](=[O:6])[NH:27][C:25]([CH2:24][O:23][CH2:22][CH2:21][c:17]2[cH:16][c:15]([Cl:14])[cH:20][cH:19][cH:18]2)=[NH:26])[cH:7][c:8]([CH2:11][CH3:12])[cH:9][n:10]1. Reactants: COCCN(C)c1ccc(N)cn1, O=C(O)c1nc(-c2ccccc2)oc1C(F)(F)F. Yields the product COCCN(C)c1ccc(NC(=O)c2nc(-c3ccccc3)oc2C(F)(F)F)cn1. RXN SMILES: [CH3:19][O:20][CH2:21][CH2:22][N:23]([c:24]1[n:25][cH:26][c:27]([NH2:30])[cH:28][cH:29]1)[CH3:31].[c:1]1(-[c:7]2[o:8][c:9]([C:15]([F:16])([F:17])[F:18])[c:10]([C:12](=[O:13])[OH:14])[n:11]2)[cH:2][cH:3][cH:4][cH:5][cH:6]1>>[c:1]1(-[c:7]2[o:8][c:9]([C:15]([F:16])([F:17])[F:18])[c:10]([C:12](=[O:14])[NH:30][c:27]3[cH:26][n:25][c:24]([N:23]([CH2:22][CH2:21][O:20][CH3:19])[CH3:31])[cH:29][cH:28]3)[n:11]2)[cH:2][cH:3][cH:4][cH:5][cH:6]1. Starting materials: Cl (hydrochloric acid), BrC1=CC(=C(C=C1)CC(=O)OCC)OC1CCCCC1 (ethyl (4-bromo-2-cyclohexyloxyphenyl)acetate), CC1(OB(OC1(C)C)B1OC(C(O1)(C)C)(C)C)C (4,4,4′,4′,5,5,5′,5′-octamethyl-2,2′-bi-1,3,2-dioxaborolane), C(C)(=O)[O-].[K+] (potassium acetate). Yields the product C1(CCCCC1)OC=1C=C(C=CC1CC(=O)OCC)B(O)O ([3-cyclohexyloxy-4-(ethoxycarbonylmethyl)phenyl]boronic acid). Yield: 65.2%. Reagents/catalysts: Cl[Pd]([P](C1=CC=CC=C1)(C2=CC=CC=C2)C3=CC=CC=C3)([P](C4=CC=CC=C4)(C5=CC=CC=C5)C6=CC=CC=C6)Cl (dichlorobis(triphenyphosphine)palladium(II)). Reaction conditions: temperature 95 celsius, time 2 hour. Solvent: O1CCOCC1 (1,4-dioxane). RXN SMILES: Br[C:2]1[CH:7]=[CH:6][C:5]([CH2:8][C:9]([O:11][CH2:12][CH3:13])=[O:10])=[C:4]([O:14][CH:15]2[CH2:20][CH2:19][CH2:18][CH2:17][CH2:16]2)[CH:3]=1.CC1(C)C(C)(C)[O:25][B:24](B2OC(C)(C)C(C)(C)O2)[O:23]1.C([O-])(=O)C.[K+].Cl>O1CCOCC1.Cl[Pd](Cl)([P](C1C=CC=CC=1)(C1C=CC=CC=1)C1C=CC=CC=1)[P](C1C=CC=CC=1)(C1C=CC=CC=1)C1C=CC=CC=1>[CH:15]1([O:14][C:4]2[CH:3]=[C:2]([B:24]([OH:25])[OH:23])[CH:7]=[CH:6][C:5]=2[CH2:8][C:9]([O:11][CH2:12][CH3:13])=[O:10])[CH2:20][CH2:19][CH2:18][CH2:17][CH2:16]1 |f:2.3,^1:53,72|. Procedure: To a solution of ethyl (4-bromo-2-cyclohexyloxyphenyl)acetate (1.23 g) in 1,4-dioxane (14.6 ml) were added 4,4,4′,4′,5,5,5′,5′-octamethyl-2,2′-bi-1,3,2-dioxaborolane (1.01 g), dichlorobis(triphenyphosphine)palladium(II) (126 mg) and potassium acetate (1.06 g) at room temperature under nitrogen, and the mixture was stirred at 95° C. for 2 hours. The resulting mixture was poured into 1N hydrochloric acid and the aqueous layer was extracted with a mixture of hexane and ethyl acetate (1:1). The orga... Reactants: C(C)OC(C1=C(N=C(C=C1Br)C1=C(C=CC=C1CC)CC)C)=O (4-bromo-6-(2,6-diethyl-phenyl)-2-methyl-nicotinic ethyl ester), C(C#C)OC (methyl propargyl ether). Reagents/catalysts: C=1C=CC(=CC1)[P](C=2C=CC=CC2)(C=3C=CC=CC3)[Pd]([P](C=4C=CC=CC4)(C=5C=CC=CC5)C=6C=CC=CC6)([P](C=7C=CC=CC7)(C=8C=CC=CC8)C=9C=CC=CC9)[P](C=1C=CC=CC1)(C=1C=CC=CC1)C=1C=CC=CC1 (Pd(PPh3)4), [Cu](I)I (copper iodide). Solvent: C(C)(C)NC(C)C (diisopropylamine). Conditions: temperature 105 celsius. Yields the product C(C)OC(C1=C(N=C(C=C1C#CCOC)C1=C(C=CC=C1CC)CC)C)=O (6-(2,6-diethyl-phenyl)-4-(3-methoxy-propyn-1-yl)-2-methyl-nicotinic acid ethyl ester). RXN SMILES: [CH2:1]([O:3][C:4](=[O:23])[C:5]1[C:10](Br)=[CH:9][C:8]([C:12]2[C:17]([CH2:18][CH3:19])=[CH:16][CH:15]=[CH:14][C:13]=2[CH2:20][CH3:21])=[N:7][C:6]=1[CH3:22])[CH3:2].[CH2:24]([O:27][CH3:28])[C:25]#[CH:26]>C(NC(C)C)(C)C.C1C=CC([P]([Pd]([P](C2C=CC=CC=2)(C2C=CC=CC=2)C2C=CC=CC=2)([P](C2C=CC=CC=2)(C2C=CC=CC=2)C2C=CC=CC=2)[P](C2C=CC=CC=2)(C2C=CC=CC=2)C2C=CC=CC=2)(C2C=CC=CC=2)C2C=CC=CC=2)=CC=1.[Cu](I)I>[CH2:1]([O:3][C:4](=[O:23])[C:5]1[C:10]([C:26]#[C:25][CH2:24][O:27][CH3:28])=[CH:9][C:8]([C:12]2[C:17]([CH2:18][CH3:19])=[CH:16][CH:15]=[CH:14][C:13]=2[CH2:20][CH3:21])=[N:7][C:6]=1[CH3:22])[CH3:2] |^1:39,41,60,79|. Procedure details: A mixture of 4-bromo-6-(2,6-diethyl-phenyl)-2-methyl-nicotinic ethyl ester (308 mg, 0.82 mmol), methyl propargyl ether (0.69 mL, 8.2 mmol), Pd(PPh3)4 (95 mg, 0.082 mmol), and copper iodide (8 mg, 0.041 mmol) in diisopropylamine (8 mL) is heated at 105° C. in a sealed tube. After filtration through celite, the filtrate is concentrated in vacuo and the residue purified by flash chromatography to give 6-(2,6-diethyl-phenyl)-4-(3-methoxy-propyn-1-yl)-2-methyl-nicotinic acid ethyl ester as a yellow o...